Dataset: the Open Reaction Database (ORD), a public repository of structured organic reaction records. Task: describe an organic reaction: reactants, conditions, products, and yield Starting materials: C[Mg]I (methylmagnesium iodide), C1(=CC=CC=C1)C1=CC=C(C(=O)C(=O)OCC)C=C1 (ethyl 4-phenylbenzoylformate), OC=1C(OC(C1O)(C1=CC=CC=C1)C)=O (3,4-dihydroxy-5-methyl-5-phenyl-2(5H)-furanone). The solvent is C1CCOC1 (THF), C1CCOC1 (THF). Product: C1(=CC=C(C=C1)C1(C(=C(C(O1)=O)OCC1=CC=CC=C1)O)C)C1=CC=CC=C1 (5-[(1,1'-biphenyl)-4-yl]-3-phenylmethoxy-4-hydroxy-5-methyl-2(5H)-furanone). Yield: 30.0%. As a reaction SMILES: [CH3:1][Mg]I.[C:4]1([C:10]2[CH:22]=[CH:21][C:13]([C:14]([C:16]([O:18]CC)=O)=[O:15])=[CH:12][CH:11]=2)[CH:9]=[CH:8][CH:7]=[CH:6][CH:5]=1.[OH:23][C:24]1[C:25](=O)[O:26][C:27](C)([C:30]2[CH:35]=[CH:34][CH:33]=[CH:32][CH:31]=2)C=1O>C1COCC1>[C:10]1([C:4]2[CH:5]=[CH:6][CH:7]=[CH:8][CH:9]=2)[CH:11]=[CH:12][C:13]([C:14]2([CH3:1])[O:15][C:24](=[O:23])[C:25]([O:26][CH2:27][C:30]3[CH:35]=[CH:34][CH:33]=[CH:32][CH:31]=3)=[C:16]2[OH:18])=[CH:21][CH:22]=1. Reported procedure: A total of 3.4 mL (10.2 mmol) of 3.0M methylmagnesium iodide in THF was added to a THF solution of 2.4 g (10 mmol) of ethyl 4-phenylbenzoylformate in an analogous manner as described for the synthesis of 3,4-dihydroxy-5-methyl-5-phenyl-2(5H)-furanone to give prior to hydrogenolysis, 1.1 g (30% yield) of 5-[(1,1'-biphenyl)-4-yl]-3-phenylmethoxy-4-hydroxy-5-methyl-2(5H)-furanone as a white granular solid: m.p. 182-183° C. (benzene/hexanes) 1H NMR (CDCl3) δ 7.56-7.26 (m, 14H), 5.10 (ab quartet, 2H,... The reactants are COCCOC=1C(=C(C(=O)O)C=CC1S(=O)(=O)C)C (3-(2-methoxyethoxy)-2-methyl-4-(methylsulfonyl)benzoic acid), C(C(=O)Cl)(=O)Cl (oxalyl chloride), CN(C)C=O (DMF), Cl.OC1=CC=NN1CC (5-hydroxy-1-ethylpyrazole hydrochloride), N,N-dimethylaminopyridine. The solvent is C(Cl)(Cl)Cl (chloroform), C(C)N(CC)CC (triethylamine), C(C)(=O)OCC (ethyl acetate). Run at time 30 minute. The product is COCCOC=1C(=C(C=CC1S(=O)(=O)C)C(=O)C=1C=NN(C1O)CC)C (5-hydroxy-1-ethylpyrazol-4-yl 3-(2-methoxyethoxy)-2-methyl-4-(methylsulfonyl)phenyl ketone). Reaction SMILES: [CH3:1][O:2][CH2:3][CH2:4][O:5][C:6]1[C:7]([CH3:19])=[C:8]([CH:12]=[CH:13][C:14]=1[S:15]([CH3:18])(=[O:17])=[O:16])[C:9]([OH:11])=O.C(Cl)(=O)C(Cl)=O.CN(C=O)C.Cl.[OH:32][C:33]1[N:37]([CH2:38][CH3:39])[N:36]=[CH:35][CH:34]=1>C(Cl)(Cl)Cl.C(OCC)(=O)C.C(N(CC)CC)C>[CH3:1][O:2][CH2:3][CH2:4][O:5][C:6]1[C:7]([CH3:19])=[C:8]([C:9]([C:34]2[CH:35]=[N:36][N:37]([CH2:38][CH3:39])[C:33]=2[OH:32])=[O:11])[CH:12]=[CH:13][C:14]=1[S:15]([CH3:18])(=[O:17])=[O:16] |f:3.4|. Procedure: To a solution of 3-(2-methoxyethoxy)-2-methyl-4-(methylsulfonyl)benzoic acid (200 mg, 6.90×10−4 mol) in chloroform (15 mL) were added oxalyl chloride (0.5 mL) and DMF in a catalytic amount. The reaction mixture was stirred at room temperature for 30 minutes, and the solvent was distilled off under reduced pressure. The residue was dissolved in anhydrous THF (20 mL), and 5-hydroxy-1-ethylpyrazole hydrochloride (134 mg, 9.01×10−4 mol), triethylamine (139 mg) and N,N-dimethylaminopyridine (170 mg) ... Reactants: COC1=CC=C(C[C@H](NC(C=CC2=CC=CC=C2)=O)C(=O)OC)C=C1 (Methyl O4-Methyl-N-(3-Phenylacryloyl)-L-Tyrosinate), [OH-].[Na+] (sodium hydroxide). The solvent is CO (methanol). The product is COC1=CC=C(C[C@H](NC(C=CC2=CC=CC=C2)=O)C(=O)O)C=C1 (O4-Methyl-N-(3-Phenylacryloyl)-L-Tyrosine). Isolated yield 61.4%. Reaction SMILES: [CH3:1][O:2][C:3]1[CH:25]=[CH:24][C:6]([CH2:7][C@@H:8]([C:20]([O:22]C)=[O:21])[NH:9][C:10](=[O:19])[CH:11]=[CH:12][C:13]2[CH:18]=[CH:17][CH:16]=[CH:15][CH:14]=2)=[CH:5][CH:4]=1.[OH-].[Na+]>CO>[CH3:1][O:2][C:3]1[CH:4]=[CH:5][C:6]([CH2:7][C@@H:8]([C:20]([OH:22])=[O:21])[NH:9][C:10](=[O:19])[CH:11]=[CH:12][C:13]2[CH:14]=[CH:15][CH:16]=[CH:17][CH:18]=2)=[CH:24][CH:25]=1 |f:1.2|. Procedure: The same procedures as in Example 90 were carried out from the compound obtained in Example 41 (3.4 g), 1 mol/L of an aqueous sodium hydroxide solution (19 mL), and methanol (150 mL), to give the captioned compound (2.0 g, 62%) as crystals.